The task is: describe an organic reaction: reactants, conditions, products, and yield. This data is from the Open Reaction Database (ORD), a public repository of structured organic reaction records. Reactants: ClC1=NC(=CC2=C1N(C=N2)C[C@@H]2CC[C@H](CC2)C)Cl (4,6-dichloro-3-((trans-4-methylcyclohexyl)methyl)-3H-imidazo[4,5-c]pyridine), O1[C@H]2[C@H](NCC1)CCC2 ((trans)-octahydrocyclopenta[b][1,4]oxazine). The product is Cl (HCl), ClC1=NC(=CC2=C1N(C(=N2)N2[C@H]1[C@H](OCC2)CCC1)C[C@@H]1CC[C@H](CC1)C)Cl (4,6-dichloro-2-[(trans)-hexahydrocyclopenta[b][1,4]oxazin-4(4aH)-yl]-3-[(trans-4-methylcyclohexyl)methyl]-3H-imidazo[4,5-c]pyridine). Reaction SMILES: [Cl:1][C:2]1[C:7]2[N:8]([CH2:11][C@H:12]3[CH2:17][CH2:16][C@H:15]([CH3:18])[CH2:14][CH2:13]3)[CH:9]=[N:10][C:6]=2[CH:5]=[C:4]([Cl:19])[N:3]=1.[O:20]1[CH2:25][CH2:24][NH:23][C@@H:22]2[CH2:26][CH2:27][CH2:28][C@@H:21]12>>[ClH:1].[Cl:1][C:2]1[C:7]2[N:8]([CH2:11][C@H:12]3[CH2:17][CH2:16][C@H:15]([CH3:18])[CH2:14][CH2:13]3)[C:9]([N:23]3[CH2:24][CH2:25][O:20][C@@H:21]4[CH2:28][CH2:27][CH2:26][C@@H:22]34)=[N:10][C:6]=2[CH:5]=[C:4]([Cl:19])[N:3]=1. Procedure details: Using a procedure analagous to that described in Example 2.1 (Steps 1 and 2) and starting with 4,6-dichloro-3-((trans-4-methylcyclohexyl)methyl)-3H-imidazo[4,5-c]pyridine (Preparative Example 2.3) and (trans)-octahydrocyclopenta[b][1,4]oxazine.HCl (purchased from Enamine), 4,6-dichloro-2-[(trans)-hexahydrocyclopenta[b][1,4]oxazin-4(4aH)-yl]-3-[(trans-4-methylcyclohexyl)methyl]-3H-imidazo[4,5-c]pyridine (racemic) was prepared.